describe an organic reaction: reactants, conditions, products, and yield From a dataset of the Open Reaction Database (ORD), a public repository of structured organic reaction records. Starting materials: S1C(=NC=C1)CN1N=CC2=CC(=CC=C12)NC1=NC=NC2=CC=CC(=C12)O[C@H](C(=O)OC)C (methyl (2S)-2-[(4-{[1-(1,3-thiazol-2-ylmethyl)-1H-indazol-5-yl]amino}quinazolin-5-yl)oxy]propanoate), N (ammonia). The product is S1C(=NC=C1)CN1N=CC2=CC(=CC=C12)NC1=NC=NC2=CC=CC(=C12)O[C@H](C(=O)N)C ((2S)-2-[(4-{[1-(1,3-thiazol-2-ylmethyl)-1H-indazol-5-yl]amino}quinazolin-5-yl)oxy]propanamide). Isolated yield 89.0%. Reaction SMILES: [S:1]1[CH:5]=[CH:4][N:3]=[C:2]1[CH2:6][N:7]1[C:15]2[C:10](=[CH:11][C:12]([NH:16][C:17]3[C:26]4[C:21](=[CH:22][CH:23]=[CH:24][C:25]=4[O:27][C@@H:28]([CH3:33])[C:29]([O:31]C)=O)[N:20]=[CH:19][N:18]=3)=[CH:13][CH:14]=2)[CH:9]=[N:8]1.[NH3:34]>>[S:1]1[CH:5]=[CH:4][N:3]=[C:2]1[CH2:6][N:7]1[C:15]2[C:10](=[CH:11][C:12]([NH:16][C:17]3[C:26]4[C:21](=[CH:22][CH:23]=[CH:24][C:25]=4[O:27][C@@H:28]([CH3:33])[C:29]([NH2:34])=[O:31])[N:20]=[CH:19][N:18]=3)=[CH:13][CH:14]=2)[CH:9]=[N:8]1. Procedure: Using the same procedure as in Example 5, methyl (2S)-2-[(4-{[1-(1,3-thiazol-2-ylmethyl)-1H-indazol-5-yl]amino}quinazolin-5-yl)oxy]propanoate (250 mg, 0.54 mmol) was reacted with ammonia to give the title compound as a white solid (216 mg, 89%); NMR Spectrum 1.67 (d, 3H), 5.14 (q, 1H), 6.04 (s, 2H), 7.02 (d, 1H), 7.36 (d, 1H), 7.56 (br s, 1H), 7.66 (d, 1H), 7.83-7.72 (m, 4H), 7.90 (br s, 1H), 8.19 (s, 1H), 8.53 (s, 2H), 10.82 (br s, 1H); Mass spectrum 446. The reactants are C(=O)C(CC(=O)O)=C(C)C (3-formyl-4-methyl-pent-3-ene-1-oic acid), CCOCC (ether), [Cl-].[Li+] (lithium chloride), Cl (hydrogen chloride), Cl (hydrogen chloride). The solvent is O (water). Run at time 54 hour. Yields the product ClC(C)(C)[C@@H]1CC(O[C@H]1O)=O (trans 4-(2-chloro-prop-2-yl)-5-hydroxy-tetrahydrofuran-2one). RXN SMILES: [CH:1]([C:3](=[C:8]([CH3:10])[CH3:9])[CH2:4][C:5]([OH:7])=[O:6])=[O:2].CCOCC.[Cl-:16].[Li+].Cl>O>[Cl:16][C:8]([C@H:3]1[C@H:1]([OH:2])[O:6][C:5](=[O:7])[CH2:4]1)([CH3:10])[CH3:9] |f:2.3|. Procedure details: A mixture of 1 g of 3-formyl-4-methyl-pent-3-ene-1-oic acid, 25 ml of anhydrous ether and 1 g of lithium chloride was stirred under a current of gaseous hydrogen chloride at -30° C. for 2 hours and then for 2 hours at 0° C. after which the gaseous hydrogen chloride was shut off. The mixture was stirred at room temperature for 48 hours and after 54 hours of contact, the mixture was poured into iced water. The decanted aqueous phase was extracted with benzene and the organic phase was dried and ev... Reactants: ClCCCCOC=1C=CC2=C(C(OC(N2)=O)(C)C)C1 (6-(4-chlorobutoxy)-4,4-dimethyl-4H-3,1-benzoxazin-2-one), OC1=CC=C(C=C1)S (4-hydroxy-thiophenol). Product: OC1=CC=C(C=C1)SCCCCOC=1C=CC2=C(C(OC(N2)=O)(C)C)C1 (6-[4-(4-Hydroxy-phenylmercapto)-butoxy]-4,4-dimethyl-4H-3,1-benzoxazin-2-one). RXN SMILES: Cl[CH2:2][CH2:3][CH2:4][CH2:5][O:6][C:7]1[CH:8]=[CH:9][C:10]2[NH:15][C:14](=[O:16])[O:13][C:12]([CH3:18])([CH3:17])[C:11]=2[CH:19]=1.[OH:20][C:21]1[CH:26]=[CH:25][C:24]([SH:27])=[CH:23][CH:22]=1>>[OH:20][C:21]1[CH:26]=[CH:25][C:24]([S:27][CH2:2][CH2:3][CH2:4][CH2:5][O:6][C:7]2[CH:8]=[CH:9][C:10]3[NH:15][C:14](=[O:16])[O:13][C:12]([CH3:18])([CH3:17])[C:11]=3[CH:19]=2)=[CH:23][CH:22]=1. Reported procedure: Prepared analogously to Example 1 from 6-(4-chlorobutoxy)-4,4-dimethyl-4H-3,1-benzoxazin-2-one and 4-hydroxy-thiophenol. Starting materials: material, C(#N)C1=CC=C2C=CC=C(C2=C1)CC1=C(C=C(C(=O)OC)C=C1)OC (methyl 4-(7-cyanonaphth-1-ylmethyl)-3-methoxybenzoate), O.[PH2](=O)[O-].[Na+] (sodium hypophosphite hydrate), C(C)(=O)O (acetic acid), N1=CC=CC=C1 (pyridine). The reagents and catalysts are [Ni] (Raney nickel). Run in O (water). Run at temperature 50 celsius. Product: C(=O)C1=CC=C2C=CC=C(C2=C1)CC1=C(C=C(C(=O)OC)C=C1)OC (methyl 4-(7-formylnaphth-1-ylmeth-yl)-3-methoxybenzoate). Isolated yield 47.3%. As a reaction SMILES: [C:1]([C:3]1[CH:12]=[C:11]2[C:6]([CH:7]=[CH:8][CH:9]=[C:10]2[CH2:13][C:14]2[CH:23]=[CH:22][C:17]([C:18]([O:20][CH3:21])=[O:19])=[CH:16][C:15]=2[O:24][CH3:25])=[CH:5][CH:4]=1)#N.O.[PH2]([O-])=[O:28].[Na+].C(O)(=O)C.N1C=CC=CC=1>[Ni].O>[CH:1]([C:3]1[CH:12]=[C:11]2[C:6]([CH:7]=[CH:8][CH:9]=[C:10]2[CH2:13][C:14]2[CH:23]=[CH:22][C:17]([C:18]([O:20][CH3:21])=[O:19])=[CH:16][C:15]=2[O:24][CH3:25])=[CH:5][CH:4]=1)=[O:28] |f:1.2.3|. Procedure details: To a mixture of methyl 4-(7-cyanonaphth-1-ylmethyl)-3-methoxybenzoate (1.06 g), sodium hypophosphite hydrate (2.25 g), glacial acetic acid (4 ml), pyridine (8 ml) and water (4 ml) was added Raney nickel (330 mg of material resulting from decanting water from a 50% (w/w) slurry in water). The reaction mixture was heated to 50° C. for 1 h and cooled, ethyl acetate was added and the mixture filtered through diatomaceous earth with ethyl acetate wash. The organic layer was washed (1N HCl twice, brin... Starting materials: C[Si](C)(C)C#Cc1ccc(Br)cn1, CCOC(C)=O, OB(O)Oc1ccc(Cl)cc1, [Na+], [Na+], O=C([O-])[O-], C1COCCO1. Yields the product C[Si](C)(C)C#Cc1ccc(-c2ccc(Cl)cc2)cn1. As a reaction SMILES: [Br:7][c:8]1[cH:9][cH:10][c:11]([C:14]#[C:15][Si:16]([CH3:17])([CH3:18])[CH3:19])[n:12][cH:13]1.[CH3:31][CH2:32][O:33][C:34](=[O:35])[CH3:36].[Cl:20][c:21]1[cH:22][cH:23][c:24]([O:27][B:28]([OH:29])[OH:30])[cH:25][cH:26]1.[Na+:1].[Na+:2].[O-:3][C:4](=[O:5])[O-:6].[O:37]1[CH2:38][CH2:39][O:40][CH2:41][CH2:42]1>>[c:8]1(-[c:24]2[cH:23][cH:22][c:21]([Cl:20])[cH:26][cH:25]2)[cH:9][cH:10][c:11]([C:14]#[C:15][Si:16]([CH3:17])([CH3:18])[CH3:19])[n:12][cH:13]1. Reactants: C1(=CC=C(C=C1)S(=O)(=O)Cl)C (p-toluenesulfonyl chloride), ClC1=CC=C(C=C1)C(=O)C(O)C1=CC=C(C=C1)Cl (4,4'-dichlorobenzoin), C(C)C(=O)C (methyl ethyl ketone), sulfone. Product: C=1(C(=CC=CC1)S(=O)(=O)O)C.ClC1=CC=C(C=C1)C(=O)C(O)C1=CC=C(C=C1)Cl (4,4'-Dichlorobenzoin toluenesulfonate). As a reaction SMILES: C1(C)C=CC([S:7](Cl)(=[O:9])=[O:8])=CC=1.[Cl:12][C:13]1[CH:18]=[CH:17][C:16]([C:19]([CH:21]([C:23]2[CH:28]=[CH:27][C:26]([Cl:29])=[CH:25][CH:24]=2)[OH:22])=[O:20])=[CH:15][CH:14]=1.C(C(C)=[O:33])C>>[C:16]1([CH3:19])[C:15]([S:7]([OH:9])(=[O:33])=[O:8])=[CH:14][CH:13]=[CH:18][CH:17]=1.[Cl:12][C:13]1[CH:14]=[CH:15][C:16]([C:19]([CH:21]([C:23]2[CH:24]=[CH:25][C:26]([Cl:29])=[CH:27][CH:28]=2)[OH:22])=[O:20])=[CH:17][CH:18]=1 |f:3.4|. Procedure details: In accordance with Example 2, p-toluenesulfonyl chloride is reacted with 4,4'-dichlorobenzoin in 200 ml of methyl ethyl ketone. The resultant sulfone melts at 129°-130° C. The reactants are C(C1=CC=CC=C1)[C@@H]1NC(OC1)=O ((S)-4-benzyl-2-oxazolidinone), C1CCOC1 (THF), [Li]CCCC (n-BuLi), BrC=1C=C(C=CC1OC)CC(=O)O (2-(3-bromo-4-methoxyphenyl)acetic acid), TEA, C1CCOC1 (THF), C(C(C)(C)C)(=O)Cl (pivaloyl chloride). Run at temperature 0 celsius, time 30 minute. Yields the product BrC=1C=C(C=CC1OC)[C@H]1CNC(OC1(C)C)=O ((S)-5-(3-bromo-4-methoxyphenyl)-6,6-dimethyl-1,3-oxazinan-2-one). Reaction SMILES: [Br:1]C1C=C(CC(O)=O)C=CC=1OC.[C:14](Cl)(=[O:19])C(C)(C)C.[CH2:21]([C@H:28]1C[O:31][C:30](=[O:33])[NH:29]1)[C:22]1[CH:27]=CC=C[CH:23]=1.[Li][CH2:35][CH2:36][CH2:37][CH3:38].[CH2:39]1[CH2:43]OCC1>>[Br:1][C:36]1[CH:37]=[C:38]([C@@H:21]2[C:22]([CH3:23])([CH3:27])[O:33][C:30](=[O:31])[NH:29][CH2:28]2)[CH:43]=[CH:39][C:35]=1[O:19][CH3:14]. Procedure details: To a stirred solution of 2-(3-bromo-4-methoxyphenyl)acetic acid (5 g, 20.40 mmol) in 60 mL THF was added TEA (3.13 mL, 22.44 mmol), and then pivaloyl chloride (2.64 mL, 21.42 mmol) at 0° C. The resulting reaction mixture was stirred at 0° C. for 30 mins. Ice bath was replaced with dry ice acetone bath. To a separate round-bottom flask was added (S)-4-benzyl-2-oxazolidinone (3.62 g, 20.4 mmol) and 50 mL THF. To this solution was added n-BuLi (12.8 mL, 20.4 mmol, 1.6 M in hexane) dropwise via a sy... Reactants: FC1=C(C=C(C=C2OC(C=3CCCCC23)=O)C=C1)[N+](=O)[O-] (3-(4-fluoro-3-nitrobenzylidene)-4,5,6,7-tetrahydroisobenzofuran-1(3H)-one), [Cl-].[NH4+] (ammonium chloride). Product: NC=1C=C(C=C2OC(C=3CCCCC23)=O)C=CC1F (3-(3-amino-4-fluorobenzylidene)-4,5,6,7-tetrahydroisobenzofuran-1(3H)-one). Reported procedure: A solution of EXAMPLE 2A (2.25 g) and ammonium chloride (0.83 g) in ethanol (35 mL) and water (25 mL) at 70° C. was treated with iron powder (4.35 g), stirred for 3 hours and filtered through diatomaceous earth (CELITE®, World Minerals, Santa Barbara, Calif.) with hot ethanol. The filtrate was concentrated, and the concentrate was stirred with water for 30 minutes and filtered. The solid was washed with water and dried. Reaction conditions: time 3 hour. Solvent: C(C)O (ethanol), O (water). RXN SMILES: [F:1][C:2]1[CH:18]=[CH:17][C:5]([CH:6]=[C:7]2[C:15]3[CH2:14][CH2:13][CH2:12][CH2:11][C:10]=3[C:9](=[O:16])[O:8]2)=[CH:4][C:3]=1[N+:19]([O-])=O.[Cl-].[NH4+]>C(O)C.O.[Fe]>[NH2:19][C:3]1[CH:4]=[C:5]([CH:17]=[CH:18][C:2]=1[F:1])[CH:6]=[C:7]1[C:15]2[CH2:14][CH2:13][CH2:12][CH2:11][C:10]=2[C:9](=[O:16])[O:8]1 |f:1.2|. Reagents/catalysts: [Fe] (iron).